Task: describe an organic reaction: reactants, conditions, products, and yield. Dataset: the Open Reaction Database (ORD), a public repository of structured organic reaction records Reactants: N1=CC(=CC=C1)C=1NC2=CC=C(C=C2C1CCCCCC(=O)OCC)OC (2-(3-pyridyl)-3-[5-(ethoxycarbonyl)-pentyl]-5-methoxyindole), C([O-])(O)=O.[Na+] (sodium bicarbonate). Solvent: Br (hydrobromic acid). The product is OC=1C=C2C(=C(NC2=CC1)C=1C=NC=CC1)CCCCCC(=O)O (5-hydroxy-2-(3-pyridyl)-3-(5-carboxypentyl)-indole). RXN SMILES: [N:1]1[CH:6]=[CH:5][CH:4]=[C:3]([C:7]2[NH:8][C:9]3[C:14]([C:15]=2[CH2:16][CH2:17][CH2:18][CH2:19][CH2:20][C:21]([O:23]CC)=[O:22])=[CH:13][C:12]([O:26]C)=[CH:11][CH:10]=3)[CH:2]=1.C(=O)(O)[O-].[Na+]>Br>[OH:26][C:12]1[CH:13]=[C:14]2[C:9](=[CH:10][CH:11]=1)[NH:8][C:7]([C:3]1[CH:2]=[N:1][CH:6]=[CH:5][CH:4]=1)=[C:15]2[CH2:16][CH2:17][CH2:18][CH2:19][CH2:20][C:21]([OH:23])=[O:22] |f:1.2|. Procedure: A solution of 1.5 g of 2-(3-pyridyl)-3-[5-(ethoxycarbonyl)-pentyl]-5-methoxyindole in 15 ml of 48% hydrobromic acid is treated at reflux temperature for 2.5 hours. The reaction solution is cooled and neutralized with sodium bicarbonate solution to pH 6-7, and then extracted with ethyl acetate. The organic extract is dried (MgSO4), filtered, and concentrated to give a solid which is recrystallized from acetonitrile to give 5-hydroxy-2-(3-pyridyl)-3-(5-carboxypentyl)-indole, m.p. 185°-187°. Starting materials: C(C)(C)(C)OC(NC1=C(C=C(C=C1)F)N)=O ((2-Amino-4-fluoro-phenyl)-carbamic acid tert-butyl ester), CCN(C(C)C)C(C)C (DIPEA), ClC(=O)OCC=C (allyl chloroformate). Run in C1CCOC1 (THF), C1CCOC1 (THF). Conditions: temperature 0 celsius, time 16 hour. Yields the product C(C=C)OC(NC1=C(C=CC(=C1)F)N)=O ((2-Amino-5-fluoro-phenyl)-carbamic acid allyl ester). As a reaction SMILES: C(OC(=O)[NH:7][C:8]1[CH:13]=[CH:12][C:11]([F:14])=[CH:10][C:9]=1[NH2:15])(C)(C)C.CCN(C(C)C)C(C)C.Cl[C:27]([O:29][CH2:30][CH:31]=[CH2:32])=[O:28]>C1COCC1>[CH2:30]([O:29][C:27](=[O:28])[NH:15][C:9]1[CH:10]=[C:11]([F:14])[CH:12]=[CH:13][C:8]=1[NH2:7])[CH:31]=[CH2:32]. Procedure details: (2-Amino-4-fluoro-phenyl)-carbamic acid tert-butyl ester (5.0 g, 22 mmol, 1 equiv.) was added to a solution of DIPEA (3.62 ml, 22 mmol, 1 equiv.) in THF (80 ml). The mixture was cooled to 0° C. and allyl chloroformate (2.36 ml, 22 mmol, 1 equiv.) in THF added. The mixture was stirred at room temperature for 16 hours. The solvent was evaporated and the crude extracted from ethylacetate and aq. NaHCO3. The residue was taken up in DCM and trifluoroacetic acid (1:1) for 2 hours. The product was obta...